Dataset: the Open Reaction Database (ORD), a public repository of structured organic reaction records. Task: describe an organic reaction: reactants, conditions, products, and yield Reactants: CCCCCCCCCCC(=O)Cl, CCc1nc(N)nc(N)c1-c1ccc(Cl)c(N)c1, C1CCOC1, O, c1ccncc1. Product: CCCCCCCCCCC(=O)Nc1cc(-c2c(N)nc(N)nc2CC)ccc1Cl. Reaction SMILES: [C:19]([CH2:20][CH2:21][CH2:22][CH2:23][CH2:24][CH2:25][CH2:26][CH2:27][CH2:28][CH3:29])(=[O:30])[Cl:31].[NH2:1][c:2]1[n:3][c:4]([CH2:17][CH3:18])[c:5](-[c:9]2[cH:10][c:11]([NH2:16])[c:12]([Cl:15])[cH:13][cH:14]2)[c:6]([NH2:8])[n:7]1.[O:38]1[CH2:39][CH2:40][CH2:41][CH2:42]1.[OH2:43].[cH:32]1[cH:33][cH:34][n:35][cH:36][cH:37]1>>[NH2:1][c:2]1[n:3][c:4]([CH2:17][CH3:18])[c:5](-[c:9]2[cH:10][c:11]([NH:16][C:19]([CH2:20][CH2:21][CH2:22][CH2:23][CH2:24][CH2:25][CH2:26][CH2:27][CH2:28][CH3:29])=[O:30])[c:12]([Cl:15])[cH:13][cH:14]2)[c:6]([NH2:8])[n:7]1.